Dataset: the Open Reaction Database (ORD), a public repository of structured organic reaction records. Task: describe an organic reaction: reactants, conditions, products, and yield Starting materials: C1CC(=O)N(C1=O)Br (n-bromosuccinimide), ClC=1N=C(SC1)N1CC(NCCC1)=O (4-(4-chloro-1,3-thiazol-2-yl)-1,4-diazepan-2-one). The solvent is C(C)(=O)OCC (ethyl acetate), C(Cl)(Cl)Cl (CHCl3). Run at temperature 23 celsius, time 8 minute. Product: BrC1=C(N=C(S1)N1CC(NCCC1)=O)Cl (4-(5-bromo-4-chloro-1,3-thiazol-2-yl)-1,4-diazepan-2-one). Isolated yield 55.8%. As a reaction SMILES: C1C(=O)N([Br:8])C(=O)C1.[Cl:9][C:10]1[N:11]=[C:12]([N:15]2[CH2:21][CH2:20][CH2:19][NH:18][C:17](=[O:22])[CH2:16]2)[S:13][CH:14]=1>C(Cl)(Cl)Cl.C(OCC)(=O)C>[Br:8][C:14]1[S:13][C:12]([N:15]2[CH2:21][CH2:20][CH2:19][NH:18][C:17](=[O:22])[CH2:16]2)=[N:11][C:10]=1[Cl:9]. Procedure: n-bromosuccinimide (80 mg, 0.449 mmol) was combined with a solution of 4-(4-chloro-1,3-thiazol-2-yl)-1,4-diazepan-2-one (100 mg, 0.432 mmol) in CHCl3 (6 ml) and stirred at 23° C. for 8 minutes. The solution became dark was immediately diluted with ethyl acetate, and washed successively with aq. sodium thiosulfate (sat.), aq. NaHCO3 (sat.) and brine. The organic fraction was dried (Na2SO4), filtered and concentrated to afford 4-(5-bromo-4-chloro-1,3-thiazol-2-yl)-1,4-diazepan-2-one (75 mg, 0.241 ... The reactants are C(C=C)(=O)OCCCCCCCCCCCCCCCCCC (stearyl acrylate), C(CCC)OC(C=C)=O (n-butylacrylate), C(C=C)(=O)OCCO (hydroxyethyl acrylate), CC(C)(C#N)N=NC(C)(C)C#N (AIBN). Run in C(C)(=O)OCC (ethyl acetate), C1(=CC=CC=C1)C (toluene). Yields the product C(C=C)(=O)OCCCCCCCCCCCCCCCCCC (stearyl acrylate), C(C=C)(=O)OCCCC (n-butyl acrylate), OC(C(=O)[O-])=C (hydroxyacrylate). As a reaction SMILES: [C:1]([O:5][CH2:6][CH2:7][CH2:8][CH2:9][CH2:10][CH2:11][CH2:12][CH2:13][CH2:14][CH2:15][CH2:16][CH2:17][CH2:18][CH2:19][CH2:20][CH2:21][CH2:22][CH3:23])(=[O:4])[CH:2]=[CH2:3].[CH2:24]([O:28][C:29](=[O:32])[CH:30]=[CH2:31])[CH2:25][CH2:26][CH3:27].[C:33]([O:37]CCO)(=[O:36])[CH:34]=[CH2:35].CC(N=NC(C#N)(C)C)(C#N)C>C(OCC)(=O)C.C1(C)C=CC=CC=1>[C:1]([O:5][CH2:6][CH2:7][CH2:8][CH2:9][CH2:10][CH2:11][CH2:12][CH2:13][CH2:14][CH2:15][CH2:16][CH2:17][CH2:18][CH2:19][CH2:20][CH2:21][CH2:22][CH3:23])(=[O:4])[CH:2]=[CH2:3].[C:29]([O:28][CH2:24][CH2:25][CH2:26][CH3:27])(=[O:32])[CH:30]=[CH2:31].[OH:4][C:34](=[CH2:35])[C:33]([O-:37])=[O:36]. Procedure: To a 1 L flask equipped with a stirrer, a nitrogen introducing tube, a thermometer and a condenser, 50 g of stearyl acrylate, 49 g of n-butylacrylate, 1 g of hydroxyethyl acrylate, 0.89 g of AIBN, 100 mL of toluene and 100 mL of ethyl acetate were added and subjected to polymerization reaction in a stream of nitrogen at 70° C. for 12 hr, to obtain a copolymer of stearyl acrylate, n-butyl acrylate and hydroxyacrylate (hereinafter sometimes referred to “PSABAHEA”. The resulting PSABAHEA had a weig...